From a dataset of the Open Reaction Database (ORD), a public repository of structured organic reaction records. describe an organic reaction: reactants, conditions, products, and yield The reactants are S(C1=C(C=C(C(=C1)C1CCCCC1)O)C)C1=C(C=C(C(=C1)C1CCCCC1)O)C (4,4'-thiobis(6-cyclohexyl-3-methylphenol)), OO (hydrogen peroxide), C(C)(=O)O (acetic acid), O (water), OO (hydrogen peroxide). Conditions: time 6 hour. Yields the product S(=O)(=O)(C1=C(C=C(C(=C1)C1CCCCC1)O)C)C1=C(C=C(C(=C1)C1CCCCC1)O)C (4,4'-sulfonylbis(6-cyclohexyl-3-methylphenol)). Reaction SMILES: [S:1]([C:16]1[CH:21]=[C:20]([CH:22]2[CH2:27][CH2:26][CH2:25][CH2:24][CH2:23]2)[C:19]([OH:28])=[CH:18][C:17]=1[CH3:29])[C:2]1[CH:7]=[C:6]([CH:8]2[CH2:13][CH2:12][CH2:11][CH2:10][CH2:9]2)[C:5]([OH:14])=[CH:4][C:3]=1[CH3:15].OO.[OH2:32].C(O)(=[O:35])C>>[S:1]([C:16]1[CH:21]=[C:20]([CH:22]2[CH2:27][CH2:26][CH2:25][CH2:24][CH2:23]2)[C:19]([OH:28])=[CH:18][C:17]=1[CH3:29])([C:2]1[CH:7]=[C:6]([CH:8]2[CH2:13][CH2:12][CH2:11][CH2:10][CH2:9]2)[C:5]([OH:14])=[CH:4][C:3]=1[CH3:15])(=[O:35])=[O:32]. Procedure details: The semi-solid oily 4,4'-thiobis(6-cyclohexyl-3-methylphenol) is dissolved in acetic acid (100 ml), to which 35% hydrogen peroxide (9.7 g) is added at 40° C. over a period of 2 hours. Further, 35% hydrogen peroxide (20 g) is added thereto at 50°-60° C. over a period of 6 hours. After the reaction, water is added thereto and the water layer is decanted off. Dichloroethane is added to the resulting oily substance to allow precipitation. The crystals are filtered off and recrystallized from ethanol... Starting materials: CC(C)(C)OC(=O)NC1CCN(C(=O)OCc2ccccc2)C1, CCOC(C)=O, Cl. Product: NC1CCN(C(=O)OCc2ccccc2)C1. As a reaction SMILES: [C:1](=[O:2])([O:3][CH2:4][c:5]1[cH:6][cH:7][cH:8][cH:9][cH:10]1)[N:11]1[CH2:12][CH:13]([NH:16][C:17]([O:18][C:19]([CH3:20])([CH3:21])[CH3:22])=[O:23])[CH2:14][CH2:15]1.[CH3:25][CH2:26][O:27][C:28]([CH3:29])=[O:30].[ClH:24]>>[C:1](=[O:2])([O:3][CH2:4][c:5]1[cH:6][cH:7][cH:8][cH:9][cH:10]1)[N:11]1[CH2:12][CH:13]([NH2:16])[CH2:14][CH2:15]1. The reactants are C(=O)(O)C=1C=C2C(C(=O)NC2=O)=CC1 (4-Carboxyphthalimide), CCN(C(C)C)C(C)C (DIPEA), C(C1=CC=CC=C1)(C1=CC=CC=C1)(C1=CC=CC=C1)Cl (trityl chloride). Run in C(C)#N (acetonitrile). The product is C(C1=CC=CC=C1)(C1=CC=CC=C1)(C1=CC=CC=C1)N1C(C=2C(C1=O)=CC(=CC2)C(=O)O)=O (N-Trityl-4-Carboxyphthalimide). Reaction SMILES: [C:1](Cl)([C:14]1[CH:19]=[CH:18][CH:17]=[CH:16][CH:15]=1)([C:8]1[CH:13]=[CH:12][CH:11]=[CH:10][CH:9]=1)[C:2]1[CH:7]=[CH:6][CH:5]=[CH:4][CH:3]=1.[C:21]([C:24]1[CH:25]=[C:26]2[C:31](=[O:32])[NH:30][C:28](=[O:29])[C:27]2=[CH:33][CH:34]=1)([OH:23])=[O:22].CCN(C(C)C)C(C)C>C(#N)C>[C:1]([N:30]1[C:31](=[O:32])[C:26]2=[CH:25][C:24]([C:21]([OH:23])=[O:22])=[CH:34][CH:33]=[C:27]2[C:28]1=[O:29])([C:14]1[CH:19]=[CH:18][CH:17]=[CH:16][CH:15]=1)([C:8]1[CH:13]=[CH:12][CH:11]=[CH:10][CH:9]=1)[C:2]1[CH:7]=[CH:6][CH:5]=[CH:4][CH:3]=1. Reported procedure: To trityl chloride resin (5 g; 10.25 retool; 200-400 mesh: 1% divinylbenzene-crosslinked polystyrene) presoaked in 80 mL dry acetonitrile for 30 min., 5 g (26 mmol) 4-carboxyphthalimide (2) from Example 2 and 6 mL (34 mmol) DIPEA were added, and the suspension was refluxed for 72 h. Following filtration, the polymer was washed with 300 mL DMF and then 300 mL CH2Cl2. The loading was determined by weight difference, and confirmed to be 0.5 mmol/g resin by TFA-induced cleavage of 4-carboxyphthalimi...